This data is from the Open Reaction Database (ORD), a public repository of structured organic reaction records. The task is: describe an organic reaction: reactants, conditions, products, and yield Starting materials: O=C(CCCCl)NCC=CCOc1cc(CN2CCCCC2)ccn1, Cc1ccnc(S)n1. Yields the product Cc1ccnc(SCCCC(=O)NCC=CCOc2cc(CN3CCCCC3)ccn2)n1. Reaction SMILES: [N:1]1([CH2:7][c:8]2[cH:9][c:10]([O:14][CH2:15][CH:16]=[CH:17][CH2:18][NH:19][C:20]([CH2:21][CH2:22][CH2:23][Cl:24])=[O:25])[n:11][cH:12][cH:13]2)[CH2:2][CH2:3][CH2:4][CH2:5][CH2:6]1.[SH:26][c:27]1[n:28][cH:29][cH:30][c:31]([CH3:33])[n:32]1>>[N:1]1([CH2:7][c:8]2[cH:9][c:10]([O:14][CH2:15][CH:16]=[CH:17][CH2:18][NH:19][C:20]([CH2:21][CH2:22][CH2:23][S:26][c:27]3[n:28][cH:29][cH:30][c:31]([CH3:33])[n:32]3)=[O:25])[n:11][cH:12][cH:13]2)[CH2:2][CH2:3][CH2:4][CH2:5][CH2:6]1. Starting materials: C(CCC)N1SC2=NC3=C(N2C1=O)C=CC=C3 (2-butyl-1,2,4-thiadiazolo[4,5-a]benzi-midazole-3(2H)-one), BrCC#N (bromoacetonitrile). Run in ClCCl (dichloromethane). Yields the product BrCC1=NSC2=NC3=C(N21)C=CC=C3 (3-bromomethyl-1,2,4-thiadiazolo[4,5-a]benzimidazole). Yield: 76.9%. Reaction SMILES: C([N:5]1[C:12](=O)[N:11]2[C:7](=[N:8][C:9]3[CH:17]=[CH:16][CH:15]=[CH:14][C:10]=32)[S:6]1)CCC.[Br:18][CH2:19]C#N>ClCCl>[Br:18][CH2:19][C:12]1[N:11]2[C:7](=[N:8][C:9]3[CH:17]=[CH:16][CH:15]=[CH:14][C:10]=32)[S:6][N:5]=1. Reported procedure: A solution of 2-butyl-1,2,4-thiadiazolo[4,5-a]benzi-midazole-3(2H)-one (15 g, 60.65 mmol) and bromoacetonitrile (18.19 g, 151.6 mmol) in dichloromethane (150 mL) was stirred for 48 h. A white precipitate was formed and the insoluble solid was filtered to give 12.50 g (77%) of the title compound: 1H NMR (CDCl3)δ 4.79 (s, 2H, CH2), 7.42 (t, 1H, ArH), 7.51 (t, 1H, ArH), 7.84 (d, 1H, ArH), 7.94 (d, 1H, ArH); mp 242-244° C. The reactants are [N+](=O)([O-])C1=CC=C(COC(=O)N2[C@@H](C[C@@H](C2)SC(C)=O)CN2C(C=3C(C2=O)=CC=CC3)=O)C=C1 ((2S,4S)-1-p-nitrobenzyloxycarbonyl-2-phthalimidomethyl-4-acetylthiopyrrolidine), O.NN (hydrazine hydrate). Solvent: ClCCl (dichloromethane), CO (methanol). Yields the product [N+](=O)([O-])C1=CC=C(COC(=O)N2[C@@H](C[C@@H](C2)S)CN)C=C1 ((2S,4S)-1-p-nitrobenzyloxycarbonyl-2-aminomethyl-4-mercaptopyrrolidine). The yield is 104.1%. Reaction SMILES: [N+:1]([C:4]1[CH:34]=[CH:33][C:7]([CH2:8][O:9][C:10]([N:12]2[CH2:16][C@@H:15]([S:17]C(=O)C)[CH2:14][C@H:13]2[CH2:21][N:22]2C(=O)C3=CC=CC=C3C2=O)=[O:11])=[CH:6][CH:5]=1)([O-:3])=[O:2].O.NN>ClCCl.CO>[N+:1]([C:4]1[CH:5]=[CH:6][C:7]([CH2:8][O:9][C:10]([N:12]2[CH2:16][C@@H:15]([SH:17])[CH2:14][C@H:13]2[CH2:21][NH2:22])=[O:11])=[CH:33][CH:34]=1)([O-:3])=[O:2] |f:1.2|. Reported procedure: To a solution of (2S,4S)-1-p-nitrobenzyloxycarbonyl-2-phthalimidomethyl-4-acetylthiopyrrolidine (4.92 g: 10.18 mmole) in a mixture of dichloromethane (15 ml) and methanol (75 ml), hydrazine hydrate (1.53 ml: 3 eq.) is added. The mixture is warmed to removed dichloromethane and heated to reflux for 1 hour and 10 minutes. The reaction mixture is concentrated in vacuo. The residue is diluted with dichloromethane and filtered. The filtrate is washed with water, dried over magnesium sulfate, and conc... The reactants are Nc1cc(Br)cc(I)c1, COC(=O)Cl, ClCCl, c1ccncc1. Product: COC(=O)Nc1cc(Br)cc(I)c1. Reaction SMILES: [Br:1][c:2]1[cH:3][c:4]([NH2:5])[cH:6][c:7]([I:9])[cH:8]1.[Cl:16][C:17](=[O:18])[O:19][CH3:20].[Cl:21][CH2:22][Cl:23].[cH:10]1[cH:11][cH:12][n:13][cH:14][cH:15]1>>[Br:1][c:2]1[cH:3][c:4]([NH:5][C:17](=[O:18])[O:19][CH3:20])[cH:6][c:7]([I:9])[cH:8]1.